Dataset: the Open Reaction Database (ORD), a public repository of structured organic reaction records. Task: describe an organic reaction: reactants, conditions, products, and yield Product: ClC1=CC2=C(NC(=N2)SC2=CC=C(O2)C=O)C(=C1)C (5-(5-chloro-7-methyl-1H-benzimidazol-2-ylsulfanyl)-furan-2-carbaldehyde). Yield: 68.2%. Reported procedure: Aldehyde intermediate preparation: A mixture of sodium hydride (60% dispersion in mineral oil, 0.304 g, 7.61 mmol) and 2-mercapto-5-chloro-7-methyl-1H-benzimidazole (0.945 g, 4.76 mmol) in 15 ml of tetrahydrofuran is stirred at room temperature for 2 hours. 5-nitro-2-furaldehyde (0.671 g, 4.56 mmol) in 7 ml of tetrahydrofuran is then added dropwise over a 15 minute period and the mixture is stirred for 16 hours at room temperature. The reaction mixture is then concentrated under reduced pressure... As a reaction SMILES: [H-].[Na+].[SH:3][C:4]1[NH:8][C:7]2[C:9]([CH3:14])=[CH:10][C:11]([Cl:13])=[CH:12][C:6]=2[N:5]=1.[N+]([C:18]1[O:22][C:21]([CH:23]=[O:24])=[CH:20][CH:19]=1)([O-])=O>O1CCCC1>[Cl:13][C:11]1[CH:10]=[C:9]([CH3:14])[C:7]2[NH:8][C:4]([S:3][C:18]3[O:22][C:21]([CH:23]=[O:24])=[CH:20][CH:19]=3)=[N:5][C:6]=2[CH:12]=1 |f:0.1|. Run at time 2 hour. The solvent is O1CCCC1 (tetrahydrofuran), O1CCCC1 (tetrahydrofuran). Reactants: [H-].[Na+] (sodium hydride), SC1=NC2=C(N1)C(=CC(=C2)Cl)C (2-mercapto-5-chloro-7-methyl-1H-benzimidazole), [N+](=O)([O-])C1=CC=C(O1)C=O (5-nitro-2-furaldehyde), Aldehyde.